Dataset: the Open Reaction Database (ORD), a public repository of structured organic reaction records. Task: describe an organic reaction: reactants, conditions, products, and yield The reactants are [Cu](C#N)C#N (copper cyanide), [C-]#N.[K+] (potassium cyanide), C([O-])([O-])=O.[K+].[K+] (potassium carbonate), NC=1C=C(C(=O)O)C=CC1Cl (3-amino-4-chlorobenzoic acid), S(O)(O)(=O)=O (sulfuric acid), N(=O)[O-].[Na+] (sodium nitrite). Solvent: C1=CC=CC=C1 (benzene), O (water), O (water). Run at temperature 0 celsius, time 2 hour. The product is ClC1=C(C=C(C(=O)O)C=C1)C#N (4-Chloro-3-cyanobenzoic acid). Isolated yield 19.3%. RXN SMILES: S(=O)(=O)(O)O.N[C:7]1[CH:8]=[C:9]([CH:13]=[CH:14][C:15]=1[Cl:16])[C:10]([OH:12])=[O:11].N([O-])=O.[Na+].[Cu](C#N)[C:22]#[N:23].[C-]#N.[K+].C(=O)([O-])[O-].[K+].[K+]>C1C=CC=CC=1.O>[Cl:16][C:15]1[CH:14]=[CH:13][C:9]([C:10]([OH:12])=[O:11])=[CH:8][C:7]=1[C:22]#[N:23] |f:2.3,5.6,7.8.9|. Reported procedure: To a stirred mixture of conc. sulfuric acid (60 mL) and water (95 mL) containing 3-amino-4-chlorobenzoic acid (10.0 g, 57.1 mmol) was added sodium nitrite (10.0 g, 145 mmol) at 0° C. The mixture was stirred at 0° C. for 2 hours, and added to a stirred mixture comprising a mixture of water (250 mL) and benzene (175 mL) containing copper cyanide (7.1 g, 79.3 mmol), potassium cyanide (21.7 g, 333 mmol), potassium carbonate (285 g, 2.06 mmol) at a temperature not higher than 15° C. The resulting mix... Starting materials: N12C[C@@H](C(CC1)CC2)NC(OC(C2=CC(=CC=C2)F)C2=CC(=CC=C2)F)=S ((R)—O-bis(3-fluorophenyl)methyl quinuclidin-3-ylcarbamothioate), ClCC(=O)C=1SC=CC1 (2-chloro-1-(thiophen-2-yl)ethanone). The solvent is C(C)(=O)OCC (ethyl acetate). Reaction conditions: time 3 day. Product: [Cl-].FC=1C=C(C=CC1)C(OC(=S)N[C@H]1C[N+]2(CCC1CC2)CC(C=2SC=CC2)=O)C2=CC(=CC=C2)F ((R)-3-((bis(3-fluorophenyl)methoxy)carbonothioylamino)-1-(2-oxo-2-(thiophen-2-yl)ethyl)-1-azoniabicyclo[2.2.2]octane chloride). Isolated yield 24.3%. As a reaction SMILES: [N:1]12[CH2:8][CH2:7][CH:4]([CH2:5][CH2:6]1)[C@@H:3]([NH:9][C:10](=[S:27])[O:11][CH:12]([C:20]1[CH:25]=[CH:24][CH:23]=[C:22]([F:26])[CH:21]=1)[C:13]1[CH:18]=[CH:17][CH:16]=[C:15]([F:19])[CH:14]=1)[CH2:2]2.[Cl:28][CH2:29][C:30]([C:32]1[S:33][CH:34]=[CH:35][CH:36]=1)=[O:31]>C(OCC)(=O)C>[Cl-:28].[F:26][C:22]1[CH:21]=[C:20]([CH:12]([C:13]2[CH:18]=[CH:17][CH:16]=[C:15]([F:19])[CH:14]=2)[O:11][C:10]([NH:9][C@@H:3]2[CH:4]3[CH2:7][CH2:8][N+:1]([CH2:29][C:30](=[O:31])[C:32]4[S:33][CH:34]=[CH:35][CH:36]=4)([CH2:6][CH2:5]3)[CH2:2]2)=[S:27])[CH:25]=[CH:24][CH:23]=1 |f:3.4|. Reported procedure: To a solution of (R)—O-bis(3-fluorophenyl)methyl quinuclidin-3-ylcarbamothioate (60 mg, 0.15 mmol) in ethyl acetate (1 ml), 2-chloro-1-(thiophen-2-yl)ethanone (27.3 mg, 0.17 mmol) was added. The reaction was stirred at room temperature for 3 days. The solvent was evaporated, and the residue was purified by flash chromatography (DCM/MeOH=75/25) to obtain (R)-3-((bis(3-fluorophenyl)methoxy)carbonothioylamino)-1-(2-oxo-2-(thiophen-2-yl)ethyl)-1-azoniabicyclo[2.2.2]octane chloride (20 mg). Starting materials: [Al+3].[Cl-].[Cl-].[Cl-] (AlCl3), C(C1=CC=CC=C1)N1C(=CC2=CC(=CC=C12)Cl)C(=O)C(CC1=CC=C(C(=O)OC)C=C1)CCC (Methyl 4-{(2RS)-2-[(1-benzyl-5-chloro-1H-indol-2-yl)carbonyl]pentyl}benzoate). Solvent: C1=CC=CC=C1 (benzene). Conditions: time 1 hour. The product is ClC=1C=C2C=C(NC2=CC1)C(=O)C(CC1=CC=C(C(=O)OC)C=C1)CCC (Methyl 4-{(2RS)-2-[(5-chloro-1H-indol-2-yl)carbonyl]pentyl}benzoate). Reaction SMILES: [Al+3].[Cl-].[Cl-].[Cl-].C([N:12]1[C:20]2[C:15](=[CH:16][C:17]([Cl:21])=[CH:18][CH:19]=2)[CH:14]=[C:13]1[C:22]([CH:24]([CH2:36][CH2:37][CH3:38])[CH2:25][C:26]1[CH:35]=[CH:34][C:29]([C:30]([O:32][CH3:33])=[O:31])=[CH:28][CH:27]=1)=[O:23])C1C=CC=CC=1>C1C=CC=CC=1>[Cl:21][C:17]1[CH:16]=[C:15]2[C:20](=[CH:19][CH:18]=1)[NH:12][C:13]([C:22]([CH:24]([CH2:36][CH2:37][CH3:38])[CH2:25][C:26]1[CH:35]=[CH:34][C:29]([C:30]([O:32][CH3:33])=[O:31])=[CH:28][CH:27]=1)=[O:23])=[CH:14]2 |f:0.1.2.3|. Reported procedure: To flask containing AlCl3 (1.57 g, 11.7 mmol) was added a solution of the title compound of Example 3 Step C (1.39 g, 2.94 mmol) in benzene (8.0 mL). After 1 h, the reaction mixture was quenched by addition of sat. aq. NH4Cl. The aqueous phase was extracted with EtOAc, and organic phase was dried over anhydrous Na2SO4 and concentrated in vacuo. Purification by flash chromatography on silica gel (0 to 25%, then 25 to 100% EtOAc in hexanes) provided the title compound: LCMS A, tr=4.03 min, m/z 384... Starting materials: [Li]N([Si](C)(C)C)[Si](C)(C)C (LiN(TMS)2), NC1=NC=CC(=C1)C (2-amino-4-picoline), ClC=1N=C(C2=C(N1)C(=NN2CCOCC)CC)Cl (5,7-dichloro-1-(2-ethoxyethyl)-3-ethyl-1H-pyrazolo[4,3-d]pyrimidine), C(CC(O)(C(=O)O)CC(=O)O)(=O)O (citric acid). The solvent is C1CCOC1 (THF), C1CCOC1 (THF). Reaction conditions: temperature 0 celsius. Product: ClC=1N=C(C2=C(N1)C(=NN2CCOCC)CC)NC2=NC=CC(=C2)C (N-[5-chloro-1-(2-ethoxyethyl)-3-ethyl-1H-pyrazolo[4,3-d]pyrimidin-7-yl]-4-methylpyridin-2-ylamine). Yield: 97.0%. As a reaction SMILES: [NH2:1][C:2]1[CH:7]=[C:6]([CH3:8])[CH:5]=[CH:4][N:3]=1.[Cl:9][C:10]1[N:11]=[C:12](Cl)[C:13]2[N:18]([CH2:19][CH2:20][O:21][CH2:22][CH3:23])[N:17]=[C:16]([CH2:24][CH3:25])[C:14]=2[N:15]=1.[Li]N([Si](C)(C)C)[Si](C)(C)C.C(O)(=O)CC(CC(O)=O)(C(O)=O)O>C1COCC1>[Cl:9][C:10]1[N:11]=[C:12]([NH:1][C:2]2[CH:7]=[C:6]([CH3:8])[CH:5]=[CH:4][N:3]=2)[C:13]2[N:18]([CH2:19][CH2:20][O:21][CH2:22][CH3:23])[N:17]=[C:16]([CH2:24][CH3:25])[C:14]=2[N:15]=1. Procedure: A mixture of 2-amino-4-picoline (4.32 g, 40 mmol) and 5,7-dichloro-1-(2-ethoxyethyl)-3-ethyl-1H-pyrazolo[4,3-d]pyrimidine from step 4 (5.78 g, 20 mmol) was treated with THF (25 mL) and cooled to 0° C. The mixture was stirred and treated with 1 M LiN(TMS)2 in THF (40 mL, 40 mmol) at a rate such that the temperature was kept below 5° C. The mixture was stirred for 30 min and was then treated with 10% citric acid solution until pH 6-7 was achieved. The mixture was partially concentrated under reduc...